This data is from the Open Reaction Database (ORD), a public repository of structured organic reaction records. The task is: describe an organic reaction: reactants, conditions, products, and yield Reactants: O=C([O-])[O-], CS(C)=O, [Cs+], [Cs+], Cc1cccnc1F, OCc1cccc(O)c1. Yields the product Cc1cccnc1Oc1cccc(CO)c1. As a reaction SMILES: [C:18](=[O:19])([O-:20])[O-:21].[CH3:24][S:25]([CH3:26])=[O:27].[Cs+:22].[Cs+:23].[F:10][c:11]1[n:12][cH:13][cH:14][cH:15][c:16]1[CH3:17].[OH:1][CH2:2][c:3]1[cH:4][c:5]([OH:9])[cH:6][cH:7][cH:8]1>>[OH:1][CH2:2][c:3]1[cH:4][c:5]([O:9][c:11]2[n:12][cH:13][cH:14][cH:15][c:16]2[CH3:17])[cH:6][cH:7][cH:8]1. Starting materials: ClC1=NC(=C(C(=N1)NC1CCOCC1)[N+](=O)[O-])C1=CC=CC=C1 (2-chloro-5-nitro-6-phenyl-N-(tetrahydro-2H-pyran-4-yl)pyrimidin-4-amine), C([O-])([O-])=O.[K+].[K+] (potassium carbonate), N1=CNC2=C1C=CC=C2 (benzimidazole). Run in C(C)(=O)OCC (ethyl acetate), C1CCOC1 (THF). Run at temperature 70 celsius, time 2.5 hour. Product: N1(C=NC2=C1C=CC=C2)C2=NC(=C(C(=N2)NC2CCOCC2)[N+](=O)[O-])C2=CC=CC=C2 (2-(1H-benzo[d]imidazol-1-yl)-5-nitro-6-phenyl-N-(tetrahydro-2H-pyran-4-yl)pyrimidin-4-amine). Isolated yield 38.4%. As a reaction SMILES: Cl[C:2]1[N:7]=[C:6]([NH:8][CH:9]2[CH2:14][CH2:13][O:12][CH2:11][CH2:10]2)[C:5]([N+:15]([O-:17])=[O:16])=[C:4]([C:18]2[CH:23]=[CH:22][CH:21]=[CH:20][CH:19]=2)[N:3]=1.C(=O)([O-])[O-].[K+].[K+].[N:30]1[C:34]2[CH:35]=[CH:36][CH:37]=[CH:38][C:33]=2[NH:32][CH:31]=1>C1COCC1.C(OCC)(=O)C>[N:30]1([C:2]2[N:7]=[C:6]([NH:8][CH:9]3[CH2:14][CH2:13][O:12][CH2:11][CH2:10]3)[C:5]([N+:15]([O-:17])=[O:16])=[C:4]([C:18]3[CH:23]=[CH:22][CH:21]=[CH:20][CH:19]=3)[N:3]=2)[C:34]2[CH:35]=[CH:36][CH:37]=[CH:38][C:33]=2[N:32]=[CH:31]1 |f:1.2.3|. Procedure details: To 100 mg (0.3 mmol) of 2-chloro-5-nitro-6-phenyl-N-(tetrahydro-2H-pyran-4-yl)pyrimidin-4-amine in 5 mL of THF was added potassium carbonate (213 mg, 1.54 mmol, 5.1 equiv.), followed by benzimidazole (106 mg, 0.9 mmol, 3 equiv.) and the reaction mixture was stirred at 70° C. After 2.5 h, heating was discontinued; the reaction mixture was diluted with 70 mL of ethyl acetate, was washed with water and dried (anhydrous MgSO4). The solvent was removed in vacuo and the residue purified by column chro... Reactants: N1N=NN=C1C1N(CCC(C1)C(=O)OCC)C(=O)OCC1=CC=CC=C1 (1-Benzyl 4-ethyl 2-(1H-tetrazol-5-yl)piperidine-1,4-dicarboxylate), IC (iodomethane), C(=O)([O-])[O-].[K+].[K+] (K2CO3). Procedure details: 1-Benzyl 4-ethyl 2-(1H-tetrazol-5-yl)piperidine-1,4-dicarboxylate (3.45 g, 9.60 mmol) was dissolved in acetone (20 mL) and iodomethane (2.99 mL, 48.00 mmol) and K2CO3 (3.98 g, 28.80 mmol) were added. The mixture was stirred at room temperature for 3 h. The reaction mixture was partitioned between water and EtOAc. The aqueous layer was extracted twice with EtOAc and the combined organic phase was washed with water and evaporated. The crude product was purified on a 100 g Biotage column with hepta... The product is CN1N=C(N=N1)C1N(CCC(C1)C(=O)OCC)C(=O)OCC1=CC=CC=C1 (1-Benzyl 4-ethyl 2-(2-methyl-2H-tetrazol-5-yl)piperidine-1,4-dicarboxylate), CN1N=NN=C1C1N(CCC(C1)C(=O)OCC)C(=O)OCC1=CC=CC=C1 (1-benzyl 4-ethyl 2-(1-methyl-1H-tetrazol-5-yl)piperidine-1,4-dicarboxylate). The yield is 32.0%. RXN SMILES: [NH:1]1[C:5]([CH:6]2[CH2:11][CH:10]([C:12]([O:14][CH2:15][CH3:16])=[O:13])[CH2:9][CH2:8][N:7]2[C:17]([O:19][CH2:20][C:21]2[CH:26]=[CH:25][CH:24]=[CH:23][CH:22]=2)=[O:18])=[N:4][N:3]=[N:2]1.IC.[C:29]([O-])([O-])=O.[K+].[K+]>CC(C)=O>[CH3:29][N:3]1[N:2]=[N:1][C:5]([CH:6]2[CH2:11][CH:10]([C:12]([O:14][CH2:15][CH3:16])=[O:13])[CH2:9][CH2:8][N:7]2[C:17]([O:19][CH2:20][C:21]2[CH:22]=[CH:23][CH:24]=[CH:25][CH:26]=2)=[O:18])=[N:4]1.[CH3:29][N:4]1[C:5]([CH:6]2[CH2:11][CH:10]([C:12]([O:14][CH2:15][CH3:16])=[O:13])[CH2:9][CH2:8][N:7]2[C:17]([O:19][CH2:20][C:21]2[CH:22]=[CH:23][CH:24]=[CH:25][CH:26]=2)=[O:18])=[N:1][N:2]=[N:3]1 |f:2.3.4|. Reaction conditions: time 3 hour. Run in CC(=O)C (acetone). Reactants: NC1=NC=CC(=N1)C1=CC=CC=C1 (2-amino-4-phenylpyrimidine), solution, Cl (hydrochloric acid). Reagents/catalysts: [Pd] (palladium on carbon). The solvent is C(C)(C)O (isopropanol). Reaction conditions: time 3 hour. Product: Cl.C1(=CC=CC=C1)C1CCN=C(N1)N (6-Phenyl-1,4,5,6-tetrahydro-2-pyrimidinamine hydrochloride). Yield: 55.0%. RXN SMILES: [NH2:1][C:2]1[N:7]=[C:6]([C:8]2[CH:13]=[CH:12][CH:11]=[CH:10][CH:9]=2)[CH:5]=[CH:4][N:3]=1.[ClH:14]>C(O)(C)C.[Pd]>[ClH:14].[C:8]1([CH:6]2[NH:7][C:2]([NH2:1])=[N:3][CH2:4][CH2:5]2)[CH:9]=[CH:10][CH:11]=[CH:12][CH:13]=1 |f:4.5|. Reported procedure: To a solution of 5 g (29.2 mmoles) of 2-amino-4-phenylpyrimidine in 30 ml of a 6N solution of hydrochloric acid in isopropanol was added 0.1 g of palladium on carbon catalyst (10% wt/wt). The suspension was hydrogenated under 40 psi pressure at room temperature during 3 h. The catalyst was removed by filtration and the solvent evaporated under reduced pressure. Diethyl ether was added and the resulting solution was refiltered and the solvent removed by evaporation under reduced pressure to give ...